From a dataset of the Open Reaction Database (ORD), a public repository of structured organic reaction records. describe an organic reaction: reactants, conditions, products, and yield The reactants are C(C)(C)(C)[Si](O[C@@H]1[C@]2(CC[C@@H](CC1)N2CC=C)C2=CC=CC=C2)(C)C ((1S,2S,5S)-2-(tertbutyldimethylsilyloxy)-1-phenyl-8-(prop-2-enyl)-8-azabicyclo[3.2.1]octane), Cl (hydrochloric acid). Run in CO (methanol). Conditions: time 5 day. Yields the product C1(=CC=CC=C1)[C@]12[C@H](CC[C@H](CC1)N2CC=C)O ((1S,2S,5S)-1-Phenyl-8-(prop-2-enyl)-8-azabicyclo[3.2.1]octan-2-ol). The yield is 74.5%. RXN SMILES: C([Si](C)(C)[O:6][C@H:7]1[CH2:13][CH2:12][C@H:11]2[N:14]([CH2:15][CH:16]=[CH2:17])[C@:8]1([C:18]1[CH:23]=[CH:22][CH:21]=[CH:20][CH:19]=1)[CH2:9][CH2:10]2)(C)(C)C.Cl>CO>[C:18]1([C@@:8]23[N:14]([CH2:15][CH:16]=[CH2:17])[C@@H:11]([CH2:10][CH2:9]2)[CH2:12][CH2:13][C@@H:7]3[OH:6])[CH:19]=[CH:20][CH:21]=[CH:22][CH:23]=1. Procedure: A mixture of (1S,2S,5S)-2-(tertbutyldimethylsilyloxy)-1-phenyl-8-(prop-2-enyl)-8-azabicyclo[3.2.1]octane (Description 56; 230 mg, 0.64 mmol), 2M hydrochloric acid (3 ml) and methanol (6 ml) was stirred at +55° C. over 5 days, then concentrated in vacuo and quenched with saturated aqueous NaHCO3. The mixture was extracted with dichloromethane. The combined organic extracts were dried (Na2SO4) and concentrated. The residue was purified by chromatography on silica gel (dichloromethane:methanol:ammo...